Dataset: the Open Reaction Database (ORD), a public repository of structured organic reaction records. Task: describe an organic reaction: reactants, conditions, products, and yield Yield: 24.5%. Procedure: A solution of 4.77 g (25.65 mmol) of 6-bromo-3-pyridinecarboxaldehyde, 4.66 g (25.65 mmol) of L-valine ethyl ester hydrochloride and 4.24 g (51.3 mmol) of sodium acetate in 400 ml of methanol is stirred for 30 min together with 25 g of 4A molecular sieve. After adding 3.22 g (51.3 mmol) of sodium cyanoborohydride, the mixture is stirred at room temperature overnight, adjusted to pH=2 with dilute hydrochloric acid, then adjusted to pH 10 with sodium carbonate and filtered with suction through kie... Yields the product C(C)OC(=O)[C@H](C(C)C)NCC=1C=NC(=CC1)Br ((S)-N-(1-Ethoxycarbonyl-2-methyl-prop-1-yl)-N-(6-bromopyridin-3-ylmethyl)-amine). As a reaction SMILES: [Br:1][C:2]1[N:7]=[CH:6][C:5]([CH:8]=O)=[CH:4][CH:3]=1.Cl.[CH2:11]([O:13][C:14](=[O:20])[C@H:15]([CH:17]([CH3:19])[CH3:18])[NH2:16])[CH3:12].C([O-])(=O)C.[Na+].C([BH3-])#N.[Na+].Cl.C(=O)([O-])[O-].[Na+].[Na+]>CO>[CH2:11]([O:13][C:14]([C@@H:15]([NH:16][CH2:8][C:5]1[CH:6]=[N:7][C:2]([Br:1])=[CH:3][CH:4]=1)[CH:17]([CH3:19])[CH3:18])=[O:20])[CH3:12] |f:1.2,3.4,5.6,8.9.10|. Starting materials: BrC1=CC=C(C=N1)C=O (6-bromo-3-pyridinecarboxaldehyde), Cl.C(C)OC([C@@H](N)C(C)C)=O (L-valine ethyl ester hydrochloride), C(C)(=O)[O-].[Na+] (sodium acetate), 4A, C(#N)[BH3-].[Na+] (sodium cyanoborohydride), C([O-])([O-])=O.[Na+].[Na+] (sodium carbonate), Cl (hydrochloric acid). Run at time 8 hour. Run in CO (methanol). Yields the product NCC(=O)N1[C@H](C(=O)N[C@@H](CCC)C(=O)O)CCC1 (Glycyl-L-prolyl-L-norvaline). Procedure details: Tripeptide 4 (0.308 g, 0.62 mmol) was dissolved in methanol (30 cm3). The reaction flask was flushed with nitrogen and 10 wt. % palladium on activated carbon (66 mg, 0.062 mmol) was added and the mixture was hydrogenated at 1 atmosphere of hydrogen. After 30 min a white solid precipitated. Water (15 cm3) was added to dissolve the solid and the reaction was stirred for 18 h. The reaction was filtered through Celite™ washed with methanol/water and the solvent removed to yield an oil which was cont... Run in CO (methanol), CO (methanol), O (water). Reaction conditions: time 18 hour. Reaction SMILES: C([O:8][C:9](=[O:36])[C@H:10]([CH2:33][CH2:34][CH3:35])[NH:11][C:12](=[O:32])[C@@H:13]1[CH2:17][CH2:16][CH2:15][N:14]1[C:18](=[O:31])[CH2:19][NH:20]C(OCC1C=CC=CC=1)=O)C1C=CC=CC=1.[H][H].NCC(O)=O>CO.[Pd].O>[NH2:20][CH2:19][C:18]([N:14]1[CH2:15][CH2:16][CH2:17][C@H:13]1[C:12]([NH:11][C@H:10]([C:9]([OH:36])=[O:8])[CH2:33][CH2:34][CH3:35])=[O:32])=[O:31]. Reagents/catalysts: [Pd] (palladium), [Pd] (palladium on activated carbon). Starting materials: NCC(=O)O (Gly-CO), C(C1=CC=CC=C1)OC([C@@H](NC([C@H]1N(CCC1)C(CNC(=O)OCC1=CC=CC=C1)=O)=O)CCC)=O (N-Benzyloxycarbonyl-glycyl-L-prolyl-L-norvaline benzyl ester), carbons, [H][H] (hydrogen), carbons. Starting materials: C(C1=CC=CC=C1)OC(=O)N1CC=2N(C3=CC=CC=C3C2CC1)CC1=CC=C(C=C1)CC(=O)O (2-benzyloxycarbonyl-9-{[4-(carboxymethyl)phenyl]methyl}-1,3,4,9-tetrahydro-2H-pyrido[3,4-b]indole), Cl (HCl). Reagents/catalysts: [Pd] (Pd/C). The solvent is CO (methanol), O1CCOCC1 (dioxane). Reaction conditions: time 6 hour. Yields the product Cl.C(=O)(O)CC1=CC=C(C=C1)CN1C2=C(C3=CC=CC=C13)CCNC2 (9-{[4-(carboxymethyl)phenyl]methyl}-1,3,4,9-tetrahydro-2H-pyrido[3,4-b]-indole mono hydrochloride). Isolated yield 90.0%. Reaction SMILES: C(OC([N:11]1[CH2:23][CH2:22][C:21]2[C:20]3[C:15](=[CH:16][CH:17]=[CH:18][CH:19]=3)[N:14]([CH2:24][C:25]3[CH:30]=[CH:29][C:28]([CH2:31][C:32]([OH:34])=[O:33])=[CH:27][CH:26]=3)[C:13]=2[CH2:12]1)=O)C1C=CC=CC=1.[ClH:35]>CO.O1CCOCC1.[Pd]>[ClH:35].[C:32]([CH2:31][C:28]1[CH:29]=[CH:30][C:25]([CH2:24][N:14]2[C:15]3[C:20](=[CH:19][CH:18]=[CH:17][CH:16]=3)[C:21]3[CH2:22][CH2:23][NH:11][CH2:12][C:13]2=3)=[CH:26][CH:27]=1)([OH:34])=[O:33] |f:5.6|. Procedure details: To a solution of 2-benzyloxycarbonyl-9-{[4-(carboxymethyl)phenyl]methyl}-1,3,4,9-tetrahydro-2H-pyrido[3,4-b]indole (6.91 g, 15.22 mmole) in methanol (50 mL), dioxane (50 mL) and HCl (19 mL, 1M in dioxane) at RT in a Parr hydrogenation flask was added 10% Pd/C (0.5 g). The reaction mixture was shaken under 45 psi of H2 for 6 hr. The suspension was filtered through celite®, and the filter pad was washed with methanol. The filtrate was concentrated on the rotavap, and the residue was dried under hi...